describe an organic reaction: reactants, conditions, products, and yield From a dataset of the Open Reaction Database (ORD), a public repository of structured organic reaction records. Starting materials: ClCCCCN1C(CCCC2=C1C=CC=C2)=O (1-(4-chlorobutyl)-1,3,4,5-tetrahydro-2H-1-benzazepin-2-one), BrCCCCN1C(CCCC2=C1C=CC=C2)=O (1-(4-bromobutyl)-1,3,4,5-tetrahydro-2H-1-benzazepin-2-one), C(C)(C)(C)C1=NC(=CC(=N1)N1CCNCC1)C(F)(F)F (2-tert-butyl-4-piperazin-1-yl-6-(trifluoromethyl)pyrimidine), [Na+].[Br-] (NaBr), C(C)(C)N(CC)C(C)C (diisopropylethylamine). The solvent is CN1C(CCC1)=O (N-methylpyrrolidinone). Conditions: temperature 120 celsius. Product: C(C)(C)(C)C1=NC(=CC(=N1)N1CCN(CC1)CCCCN1C(CCCC2=C1C=CC=C2)=O)C(F)(F)F (1-(4-{4-[2-tert-Butyl-6-(trifluoromethyl)pyrimidin-4-yl]piperazin-1-yl}butyl)-1,3,4,5-tetrahydro-2H-1-benzazepin-2-one). RXN SMILES: Cl[CH2:2][CH2:3][CH2:4][CH2:5][N:6]1[C:12]2[CH:13]=[CH:14][CH:15]=[CH:16][C:11]=2[CH2:10][CH2:9][CH2:8][C:7]1=[O:17].BrCCCCN1C2C=CC=CC=2CCCC1=O.[C:35]([C:39]1[N:44]=[C:43]([N:45]2[CH2:50][CH2:49][NH:48][CH2:47][CH2:46]2)[CH:42]=[C:41]([C:51]([F:54])([F:53])[F:52])[N:40]=1)([CH3:38])([CH3:37])[CH3:36].[Na+].[Br-].C(N(C(C)C)CC)(C)C>CN1CCCC1=O>[C:35]([C:39]1[N:44]=[C:43]([N:45]2[CH2:46][CH2:47][N:48]([CH2:2][CH2:3][CH2:4][CH2:5][N:6]3[C:12]4[CH:13]=[CH:14][CH:15]=[CH:16][C:11]=4[CH2:10][CH2:9][CH2:8][C:7]3=[O:17])[CH2:49][CH2:50]2)[CH:42]=[C:41]([C:51]([F:52])([F:53])[F:54])[N:40]=1)([CH3:38])([CH3:36])[CH3:37] |f:3.4|. Procedure: A mixture of 1-(4-chlorobutyl)-1,3,4,5-tetrahydro-2H-1-benzazepin-2-one and 1-(4-bromobutyl)-1,3,4,5-tetrahydro-2H-1-benzazepin-2-one (0.40 g), 2-tert-butyl-4-piperazin-1-yl-6-(trifluoromethyl)pyrimidine (1.59 mmol, 0.46 g, prepared as in DE 19735410), NaBr (7.94 mmol, 0.82 g), diisopropylethylamine (15.57 mmol, 2.01 g) and N-methylpyrrolidinone (0.6 ml) was heated at 120° C. for 5 hours. The suspension was then filtered, and the filtrate was evaporated to dryness. The residue was taken up in et... Starting materials: ClC1=C(C(=NC=N1)N)[N+](=O)[O-] (6-chloro-5-nitropyrimidin-4-amine), Cl (hydrochloric acid). The reagents and catalysts are [Fe] (Iron). The solvent is C(C)O (ethanol), O (water). Conditions: temperature 85 celsius. Product: ClC1=C(C(=NC=N1)N)N (6-Chloropyrimidine-4,5-diamine). The yield is 37.1%. As a reaction SMILES: [Cl:1][C:2]1[N:7]=[CH:6][N:5]=[C:4]([NH2:8])[C:3]=1[N+:9]([O-])=O.Cl>C(O)C.O.[Fe]>[Cl:1][C:2]1[N:7]=[CH:6][N:5]=[C:4]([NH2:8])[C:3]=1[NH2:9]. Reported procedure: Iron dust (1000 g, 17.9 mol) was added to a solution of the crude 6-chloro-5-nitropyrimidin-4-amine (500 g, 2.87 mol) in ethanol (5000 mL) and water (1000 mL). A catalytic amount of concentrated hydrochloric acid (10 mL) was slowly added to the reaction mixture over a period of 20 minutes. During the course of the addition the reaction temperature was observed to increase to 85° C. without external heating and the reaction mixture's color changed from yellow-brown to dark red. After the reaction... The reactants are solution, C(C)(=O)OC(C)=O (acetic anhydride), mixture, OCC1=CC=CC=2C(C3=C(C=CC21)C=CC=C3I)O (1-(hydroxymethyl)-6-iodo-5H-dibenzo[a,d]cyclohepten-5-ol), OCC1=CC=CC=2C(C3=C(C=CC21)C=CC=C3I)O (1-(Hydroxymethyl)-6-iodo-5H-dibenzo[a,d]cyclohepten-5-ol). The reagents and catalysts are CN(C1=CC=NC=C1)C (4-(dimethylamino)pyridine). The solvent is O1CCCC1 (tetrahydrofuran), C(Cl)Cl (methylene chloride). Conditions: time 2 hour. Product: C(C)(=O)OCC1=CC=CC=2C(C3=C(C=CC21)C=CC=C3I)O ((5-Hydroxy-6-iodo-5H-dibenzo[a,d]cyclohepten-1-yl)methyl acetate). RXN SMILES: [OH:1][CH2:2][C:3]1[C:13]2[CH:12]=[CH:11][C:10]3[CH:14]=[CH:15][CH:16]=[C:17]([I:18])[C:9]=3[CH:8]([OH:19])[C:7]=2[CH:6]=[CH:5][CH:4]=1.[C:20](OC(=O)C)(=[O:22])[CH3:21]>C(Cl)Cl.CN(C)C1C=CN=CC=1.O1CCCC1>[C:20]([O:1][CH2:2][C:3]1[C:13]2[CH:12]=[CH:11][C:10]3[CH:14]=[CH:15][CH:16]=[C:17]([I:18])[C:9]=3[CH:8]([OH:19])[C:7]=2[CH:6]=[CH:5][CH:4]=1)(=[O:22])[CH3:21]. Procedure details: 310 mg of the mixture of 1-(hydroxymethyl)-6-iodo-5H-dibenzo[a,d]cyclohepten-5-ol with its 4-iodo form prepared in Example 6-e was dissolved in 15 ml of methylene chloride, and 100 mg of 4-(dimethylamino)pyridine and 0.8 ml of 1M solution of acetic anhydride in tetrahydrofuran were added under ice-cooling, followed by stirring at room temperature for 2 hours. The solvent was evaporated, and the residue was purified and separated by silica gel column chromatography (ethyl acetate:hexane=3:17), to... The reactants are COC=CC1=CC=C(C=C1)OCCCCCCCC (1-(2-methoxyethenyl)-4-(octyloxy)benzene), CS(=O)(=O)O (methanesulfonic acid), C([O-])(O)=O.[Na+] (sodium bicarbonate). Solvent: CO (methanol). Yields the product COC(CC1=CC=C(C=C1)OCCCCCCCC)OC (1-(2,2-dimethoxyethyl)-4-(octyloxy)benzene). As a reaction SMILES: [CH3:1][O:2][CH:3]=[CH:4][C:5]1[CH:10]=[CH:9][C:8]([O:11][CH2:12][CH2:13][CH2:14][CH2:15][CH2:16][CH2:17][CH2:18][CH3:19])=[CH:7][CH:6]=1.CS(O)(=O)=O.[C:25](=O)(O)[O-:26].[Na+]>CO>[CH3:1][O:2][CH:3]([O:26][CH3:25])[CH2:4][C:5]1[CH:6]=[CH:7][C:8]([O:11][CH2:12][CH2:13][CH2:14][CH2:15][CH2:16][CH2:17][CH2:18][CH3:19])=[CH:9][CH:10]=1 |f:2.3|. Procedure: A solution of 1-(2-methoxyethenyl)-4-(octyloxy)benzene (3.67 g) and methanesulfonic acid (0.5 ml) in methanol (30 ml) is refluxed for 30 min, cooled, and neutralized with 1.0N aqueous sodium bicarbonate (10 ml). The mixture is evaporated in vacuo, and the residue dissolved in ether, dried with sodium sulfate, filtered, and evaporated to leave 1-(2,2-dimethoxyethyl)-4-(octyloxy)benzene as a colorless oil. This acetal may be used directly in step C below (as in example 2). Alternatively, the aceta...